The task is: describe an organic reaction: reactants, conditions, products, and yield. This data is from the Open Reaction Database (ORD), a public repository of structured organic reaction records. Reported procedure: 2-Quinolinecarboxaldehyde (200 mg) was condensed with 3,4-dimethoxybenzyl cyanide (225 mg) through Method A (production step 2), to thereby yield the target product (yield: 252 mg, 63%). Reaction SMILES: [N:1]1[C:10]2[C:5](=[CH:6][CH:7]=[CH:8][CH:9]=2)[CH:4]=[CH:3][C:2]=1[CH:11]=O.[CH3:13][O:14][C:15]1[CH:16]=[C:17]([CH:21]=[CH:22][C:23]=1[O:24][CH3:25])[CH2:18][C:19]#[N:20]>>[CH3:13][O:14][C:15]1[CH:16]=[C:17](/[C:18](=[CH:11]/[C:2]2[CH:3]=[CH:4][C:5]3[C:10](=[CH:9][CH:8]=[CH:7][CH:6]=3)[N:1]=2)/[C:19]#[N:20])[CH:21]=[CH:22][C:23]=1[O:24][CH3:25]. Product: COC=1C=C(C=CC1OC)/C(/C#N)=C/C1=NC2=CC=CC=C2C=C1 ((Z)-2-(3,4-dimethoxy-phenyl)-3-quinolin-2-yl-acrylonitrile). Reactants: N1=C(C=CC2=CC=CC=C12)C=O (2-Quinolinecarboxaldehyde), COC=1C=C(CC#N)C=CC1OC (3,4-dimethoxybenzyl cyanide). The yield is 62.7%. Reactants: C#CCCCCC#C (1,7 octadiyne), Cl (HCl), C1CCOC1 (THF), [Li]CCCC (BuLi), C=O (paraformaldehyde). The solvent is CCOCC (Et2O). Conditions: temperature -78 celsius, time 2 hour. Product: C(C#CCCCCC#CCO)O (deca-2,8-diyne-1,10-diol). Yield: 50.0%. Reaction SMILES: [CH:1]#[C:2][CH2:3][CH2:4][CH2:5][CH2:6][C:7]#[CH:8].[Li]CCCC.C=[O:15].Cl.C1C[O:20][CH2:19][CH2:18]1>CCOCC>[CH2:1]([OH:15])[C:2]#[C:3][CH2:4][CH2:5][CH2:6][CH2:7][C:8]#[C:18][CH2:19][OH:20]. Reported procedure: 2.12 g of commercially available 1,7 octadiyne (20.0 mmol) was first combined with 80 mL of Et2O and 30 mL of THF. The solution was cooled to -78° C. and treated with 15.6 mL (42 mmol, 2.7M) of BuLi. After 0.5 hr at this temperature, 4.8 g of paraformaldehyde (160 mmol) was added and stirred for a further 2.0 hr at 0° C. At 10% soln. of aqueous HCl was added and the crude product extracted into diethyl ether. Treatment of the ether extracts with sat. NaHCO3 and brine, followed by solvent removal... Reactants: [OH-].[K+] (KOH), C(C(C)(C)C)(=O)C=1C=CC(=C(CO)C1)OC (5-Pivaloyl-2-methoxy benzyl alcohol), [O-][Mn](=O)(=O)=O.[K+] (KMnO4). Run in O (water), O1CCOCC1 (dioxane). Product: C(C(C)(C)C)(=O)C=1C=CC(=C(C(=O)O)C1)OC (5-Pivaloyl-2-methoxy Benzoic Acid). Isolated yield 83.9%. Reaction SMILES: [C:1]([C:7]1[CH:8]=[CH:9][C:10]([O:15][CH3:16])=[C:11]([CH:14]=1)[CH2:12][OH:13])(=[O:6])[C:2]([CH3:5])([CH3:4])[CH3:3].[OH-].[K+].[O-:19][Mn](=O)(=O)=O.[K+]>O1CCOCC1.O>[C:1]([C:7]1[CH:8]=[CH:9][C:10]([O:15][CH3:16])=[C:11]([CH:14]=1)[C:12]([OH:19])=[O:13])(=[O:6])[C:2]([CH3:5])([CH3:4])[CH3:3] |f:1.2,3.4|. Procedure details: 5-Pivaloyl-2-methoxy benzyl alcohol (1.19 g, 5.35 mmol) was dissolved in dioxane (20 ml). A solution of KOH (0.449 g, 8.025 mmol in water (5 ml) was added followed by KMnO4 (1.69 g, 10.7 mmol). The mixture was allowed to stir at room temperature over the weekend. The solution was filtered through Celite and extracted with ether. The aqueous phase was acidified with dil. HCl and extracted with ether (3×50 ml). The organic layer was dried over magnesium sulphate and concentrated in vacuo to afford... Starting materials: C1=CC(=CC=C1[C@@H](C(=O)O)N)Cl (L-4-chloro-phenylglycine), [H-].[H-].[H-].[H-].[Li+].[Al+3] (LAH). Solvent: C1CCOC1 (THF). The product is N[C@H](CO)C1=CC=C(C=C1)Cl ((S)-2-Amino-2-(4-chloro-phenyl)-ethanol). Reaction SMILES: [CH:1]1[C:6]([C@H:7]([NH2:11])[C:8](O)=[O:9])=[CH:5][CH:4]=[C:3]([Cl:12])[CH:2]=1.[H-].[H-].[H-].[H-].[Li+].[Al+3]>C1COCC1>[NH2:11][C@@H:7]([C:6]1[CH:5]=[CH:4][C:3]([Cl:12])=[CH:2][CH:1]=1)[CH2:8][OH:9] |f:1.2.3.4.5.6|. Reported procedure: A mixture of L-4-chloro-phenylglycine (1.74 g, 9.37 mmol) and LAH (712 mg, 18.75 mmol) in THF (40 mL) is refluxed for 1.5 h. After completion, the reaction mixture is quenched by Na2SO4.10H2O and the product is isolated by filtration with Celite, washed with THF and dried under reduced pressure to give the title compound as oil; HPLC: AtRet=1.46 min; 1HNMR (DMSO-d6) 7.35 (d, 2H), 7.30 (d, 2H), 4.80 (bs, 1H), 3.85-3.80 (m, 1H), 3.45-3.20 (m, 2H), 1.85 (bs, 2H). The reactants are CN, COc1cc2nc(Cl)nc(N)c2cc1OC, C1CCOC1. Product: CNc1nc(Cl)nc2cc(OC)c(OC)cc12. Reaction SMILES: [CH3:22][NH2:23].[Cl:1][c:2]1[n:3][c:4]2[cH:5][c:6]([O:15][CH3:16])[c:7]([O:13][CH3:14])[cH:8][c:9]2[c:10]([NH2:12])[n:11]1.[O:17]1[CH2:18][CH2:21][CH2:20][CH2:19]1>>[Cl:1][c:2]1[n:3][c:4]2[cH:5][c:6]([O:15][CH3:16])[c:7]([O:13][CH3:14])[cH:8][c:9]2[c:10]([NH:12][CH3:18])[n:11]1. Starting materials: CC(C(C)=O)C (3-methyl-2 butanone), C(CCC)[Li] (n-Butyl lithium), solution, IC1=CC=C(C=C1)I (1,4-diiodobenzene). Run in hexanes, C1CCOC1 (THF). Conditions: temperature 0 celsius, time 0.5 hour. The product is IC1=CC=C(C=C1)C(C)(C(C)C)O (2-(4-iodophenyl)-3-methylbutan-2-ol). As a reaction SMILES: C([Li])CCC.I[C:7]1[CH:12]=[CH:11][C:10]([I:13])=[CH:9][CH:8]=1.[CH3:14][CH:15]([CH3:19])[C:16](=[O:18])[CH3:17]>C1COCC1>[I:13][C:10]1[CH:11]=[CH:12][C:7]([C:16]([OH:18])([CH:15]([CH3:19])[CH3:14])[CH3:17])=[CH:8][CH:9]=1. Procedure: n-Butyl lithium (139 mL of a 2M solution in hexanes, 277 mmol) was added via canula to a stirred solution 1,4-diiodobenzene (89.0 g, 277 mmol) in THF (500 mL) at −78° C. such that the internal temperature was maintained below −65° C. during the addition process. After 0.5 h, 3-methyl-2 butanone (24.0 g, 280 mmole) was added via syringe, again maintaining the internal temperature below −65° C. After 0.5 h, the reaction mixture was warmed to 0° C. and quenched with saturated aqueous ammonium chlor...